This data is from the Open Reaction Database (ORD), a public repository of structured organic reaction records. The task is: describe an organic reaction: reactants, conditions, products, and yield Starting materials: ClC1=C(C(=O)O)C=CC(=N1)C (2-Chloro-6-methyl nicotinic acid), O.NN (hydrazine hydrate). Run in alcohol. The product is N(N)C1=C(C(=O)O)C=CC(=N1)C (2-hydrazino-6-methylnicotinic acid). Isolated yield 50.0%. RXN SMILES: Cl[C:2]1[N:10]=[C:9]([CH3:11])[CH:8]=[CH:7][C:3]=1[C:4]([OH:6])=[O:5].O.[NH2:13][NH2:14]>>[NH:13]([C:2]1[N:10]=[C:9]([CH3:11])[CH:8]=[CH:7][C:3]=1[C:4]([OH:6])=[O:5])[NH2:14] |f:1.2|. Procedure details: 2-Chloro-6-methyl nicotinic acid (3.5 g, 0.02 m) was refluxed with hydrazine hydrate (5 ml) and absolute alcohol (20 ml) for 5 hours. The solid was separated, washed with alcohol and crystallised from water to yield 50% of 2-hydrazino-6-methylnicotinic acid. Starting materials: BrC1=C(C=C2C(N(C=NC2=C1)CC(=O)CC1N(CCCC1OC)C(=O)OCC=C)=O)Cl (7-bromo-6-chloro-3-[3-(1-allyloxycarbonyl-3-methoxy-2-piperidyl)-acetonyl]-4(3H)-quinazolinone), Br (hydrobromic acid). RXN SMILES: [Br:1][C:2]1[CH:11]=[C:10]2[C:5]([C:6](=[O:30])[N:7]([CH2:12][C:13]([CH2:15][CH:16]3[CH:21]([O:22]C)[CH2:20][CH2:19][CH2:18][N:17]3C(OCC=C)=O)=[O:14])[CH:8]=[N:9]2)=[CH:4][C:3]=1[Cl:31].Br>>[BrH:1].[Br:1][C:2]1[CH:11]=[C:10]2[C:5]([C:6](=[O:30])[N:7]([CH2:12][C:13]([CH2:15][CH:16]3[CH:21]([OH:22])[CH2:20][CH2:19][CH2:18][NH:17]3)=[O:14])[CH:8]=[N:9]2)=[CH:4][C:3]=1[Cl:31] |f:2.3|. Procedure details: Using the procedure of French Pat. No. 1,550,956, a solution of the product of Step D in an aqueous 48% hydrobromic acid solution was refluxed for an hour and was then evaporated to dryness. The residue in ethanol was refluxed for 30 minutes and the mixture was filtered to obtain dextrorotary 7-bromo-6-chloro-3-[3-(3-hydroxy-2-piperidyl)-acetonyl]-4(3H)-quinazolinone hydrobromide with a specific rotation of [α]D20 =+6°±1° (c=1% in a 1--1 methanol-water mixture). Yields the product Br.BrC1=C(C=C2C(N(C=NC2=C1)CC(=O)CC1NCCCC1O)=O)Cl (7-bromo-6-chloro-3-[3-(3-hydroxy-2-piperidyl)-acetonyl]-4(3H)-quinazolinone hydrobromide).